This data is from the Open Reaction Database (ORD), a public repository of structured organic reaction records. The task is: describe an organic reaction: reactants, conditions, products, and yield Reactants: [H-].[Na+] (sodium hydride), ice water, FC1=CC=C(OC2=CC=C(OCCO)C=C2)C=C1 (2-[p-(p-fluorophenoxy)phenoxy]-ethanol), CN(C(=O)Cl)C (dimethylcarbamoyl chloride). Solvent: CN(C=O)C (dimethylformamide), CN(C=O)C (dimethylformamide). Conditions: temperature 40 celsius, time 4 hour. Yields the product FC1=CC=C(OC2=CC=C(OCCOC(N(C)C)=O)C=C2)C=C1 ([2-[p-(p-fluorophenoxy)phenoxy]-ethyl]N,N-dimethylcarbamate). Reaction SMILES: [F:1][C:2]1[CH:18]=[CH:17][C:5]([O:6][C:7]2[CH:16]=[CH:15][C:10]([O:11][CH2:12][CH2:13][OH:14])=[CH:9][CH:8]=2)=[CH:4][CH:3]=1.[H-].[Na+].[CH3:21][N:22]([CH3:26])[C:23](Cl)=[O:24]>CN(C)C=O>[F:1][C:2]1[CH:18]=[CH:17][C:5]([O:6][C:7]2[CH:16]=[CH:15][C:10]([O:11][CH2:12][CH2:13][O:14][C:23](=[O:24])[N:22]([CH3:26])[CH3:21])=[CH:9][CH:8]=2)=[CH:4][CH:3]=1 |f:1.2|. Procedure details: A solution of 2.5 g of 2-[p-(p-fluorophenoxy)phenoxy]-ethanol in 25 ml of dimethylformamide is added dropwise during 20 minutes while stirring to a suspension of 0.5 g of sodium hydride (55% in oil) in 5 ml of dimethylformamide. The mixture is then allowed to stir at 40° C. for 4 hours, then treated dropwise with 1.18 g of dimethylcarbamoyl chloride and allowed to react at 40° C. for 16 hours. The cooled mixture is poured into 75 ml of ice/water and extracted three times with 50 ml of ethyl acet... Starting materials: Cn1c(C(F)(F)F)ccc(-c2ccc(Cl)cc2F)c1=O, O, O=[N+]([O-])O, O=S(=O)(O)O. Yields the product Cn1c(C(F)(F)F)ccc(-c2cc([N+](=O)[O-])c(Cl)cc2F)c1=O. RXN SMILES: [Cl:1][c:2]1[cH:3][c:4]([F:20])[c:5](-[c:8]2[c:9](=[O:19])[n:10]([CH3:18])[c:11]([C:14]([F:15])([F:16])[F:17])[cH:12][cH:13]2)[cH:6][cH:7]1.[OH2:25].[OH:21][N+:22]([O-:23])=[O:24].[S:26](=[O:27])(=[O:28])([OH:29])[OH:30]>>[Cl:1][c:2]1[cH:3][c:4]([F:20])[c:5](-[c:8]2[c:9](=[O:19])[n:10]([CH3:18])[c:11]([C:14]([F:15])([F:16])[F:17])[cH:12][cH:13]2)[cH:6][c:7]1[N+:22](=[O:21])[O-:23]. Reactants: ClC=1C=C(C(=O)O)C=CC1C1=COC2=C1C=C(C=C2)C=2OC(=NN2)C (3-chloro-4-[5-(5-methyl-1,3,4-oxadiazol-2-yl)-1-benzofuran-3-yl]benzoic acid), CN.O1CCCC1 (methylamine tetrahydrofuran). Yields the product ClC=1C=C(C(=O)NC)C=CC1C1=COC2=C1C=C(C=C2)C=2OC(=NN2)C (3-chloro-N-methyl-4-[5-(5-methyl-1,3,4-oxadiazol-2-yl)-1-benzofuran-3-yl]benzamide). Isolated yield 21.0%. Reaction SMILES: [Cl:1][C:2]1[CH:3]=[C:4]([CH:8]=[CH:9][C:10]=1[C:11]1[C:15]2[CH:16]=[C:17]([C:20]3[O:21][C:22]([CH3:25])=[N:23][N:24]=3)[CH:18]=[CH:19][C:14]=2[O:13][CH:12]=1)[C:5]([OH:7])=O.[CH3:26][NH2:27].O1CCCC1>>[Cl:1][C:2]1[CH:3]=[C:4]([CH:8]=[CH:9][C:10]=1[C:11]1[C:15]2[CH:16]=[C:17]([C:20]3[O:21][C:22]([CH3:25])=[N:23][N:24]=3)[CH:18]=[CH:19][C:14]=2[O:13][CH:12]=1)[C:5]([NH:27][CH3:26])=[O:7] |f:1.2|. Reported procedure: In the same manner as in Example 117 and using 3-chloro-4-[5-(5-methyl-1,3,4-oxadiazol-2-yl)-1-benzofuran-3-yl]benzoic acid instead of 3-[5-(2,3-dihydro-1-benzofuran-5-yl)-1,3,4-oxadiazol-2-yl]propionic acid and using 2M methylamine-tetrahydrofuran solution instead of N,O-dimethylhydroxyamine hydrochloride, the title compound (yield 21%) was obtained as colorless crystals. The reactants are ClC=1N=C(C2=C(N1)C(=CS2)C)Cl (2,4-dichloro-7-methylthieno[3,2-d]pyrimidine), NN1CCCCC1 (1-aminopiperidine), O (water). Solvent: CN(C=O)C (DMF). Run at temperature 0 celsius, time 1 hour. Yields the product ClC=1N=C(C2=C(N1)C(=CS2)C)NN2CCCCC2 (2-Chloro-7-methyl-4-piperidinoaminothieno[3,2-d]pyrimidine). The yield is 59.6%. Reaction SMILES: [Cl:1][C:2]1[N:3]=[C:4](Cl)[C:5]2[S:10][CH:9]=[C:8]([CH3:11])[C:6]=2[N:7]=1.[NH2:13][N:14]1[CH2:19][CH2:18][CH2:17][CH2:16][CH2:15]1.O>CN(C)C=O>[Cl:1][C:2]1[N:3]=[C:4]([NH:13][N:14]2[CH2:19][CH2:18][CH2:17][CH2:16][CH2:15]2)[C:5]2[S:10][CH:9]=[C:8]([CH3:11])[C:6]=2[N:7]=1. Procedure details: In DMF (N,N-dimethylformamide) was dissolved 700 mg (3.4 mmol) of 2,4-dichloro-7-methylthieno[3,2-d]pyrimidine, and then a solution of 751 mg (7.5 mmol) of 1-aminopiperidine was added dropwise to the resulting solution under ice cooling over 5 minutes. The reaction solution was stirred at 0° C. for one hour and then allowed to resume room temperature, followed by stirring for further one hour. After completion of the reaction, ice go water was added to the reaction mixture, followed by extractio... Yields the product OCC1=C(C(=O)NNC2=CC=CC=C2)C=CC=C1 (1-(2'-hydroxymethylbenzoyl) 2-phenylhydrazine). RXN SMILES: [C:1]1([NH:7][NH2:8])[CH:6]=[CH:5][CH:4]=[CH:3][CH:2]=1.[C:9]1([C:18]2[C:13](=[CH:14][CH:15]=[CH:16][CH:17]=2)[CH2:12][O:11]1)=[O:10]>CCOCC>[OH:11][CH2:12][C:13]1[CH:14]=[CH:15][CH:16]=[CH:17][C:18]=1[C:9]([NH:8][NH:7][C:1]1[CH:6]=[CH:5][CH:4]=[CH:3][CH:2]=1)=[O:10]. Starting materials: C1(=CC=CC=C1)NN (Phenyl hydrazine), C1(=O)OCC2=CC=CC=C12 (phthalide). Conditions: temperature 20 celsius. Procedure details: The method adopted is disclosed in Wislicenus (Berichte 20 401). Phenyl hydrazine (27 ml) and phthalide (33 g ) were heated together at 70° to 80° C. for 3 hours. After cooling to 20° C. the solid product was stirred with ether (100 ml) and the product collected by filtration, washed with ether and recrystallised from 2-propanol. Yield 9.6 g (16%) melting point 170°-172° C. Run in CCOCC (ether). The reactants are C(C1=CC=CC=C1)N1C(=C(C(=C1)C)C1=CC=C(C=C1)Cl)C(=O)N1CCOCC1 ((1-benzyl-3-(4-chlorophenyl)-4-methyl-1H-pyrrol-2-yl)(morpholino)methanone), C1=CC2=C(N=C1)N(N=N2)O (HOAt), ice, CN(C)C=O (DMF), O=P(Cl)(Cl)Cl (POCl3). Run in C(Cl)Cl (DCM), C(Cl)Cl (DCM). Run at temperature 0 celsius, time 15 minute. Product: C(C1=CC=CC=C1)N1C(=C(C(=C1C(=O)N1CCOCC1)C1=CC=C(C=C1)Cl)C)C=O (1-Benzyl-4-(4-chlorophenyl)-3-methyl-5-(morpholine-4-carbonyl)-1H-pyrrole-2-carbaldehyde). Isolated yield 78.9%. Reaction SMILES: CN([CH:4]=[O:5])C.O=P(Cl)(Cl)Cl.[CH2:11]([N:18]1[CH:22]=[C:21]([CH3:23])[C:20]([C:24]2[CH:29]=[CH:28][C:27]([Cl:30])=[CH:26][CH:25]=2)=[C:19]1[C:31]([N:33]1[CH2:38][CH2:37][O:36][CH2:35][CH2:34]1)=[O:32])[C:12]1[CH:17]=[CH:16][CH:15]=[CH:14][CH:13]=1.C1C=NC2N(O)N=NC=2C=1>C(Cl)Cl>[CH2:11]([N:18]1[C:19]([C:31]([N:33]2[CH2:34][CH2:35][O:36][CH2:37][CH2:38]2)=[O:32])=[C:20]([C:24]2[CH:25]=[CH:26][C:27]([Cl:30])=[CH:28][CH:29]=2)[C:21]([CH3:23])=[C:22]1[CH:4]=[O:5])[C:12]1[CH:13]=[CH:14][CH:15]=[CH:16][CH:17]=1. Procedure: To an ice-cold solution of DMF (0.441 mL, 5.70 mmol) in DCM (5 mL) was added POCl3 (0.425 mL, 4.56 mmol). After stirring the reaction mixture at 0° C. for 15 min, a solution of (1-benzyl-3-(4-chlorophenyl)-4-methyl-1H-pyrrol-2-yl)(morpholino)methanone [obtained via standard EDI/HOAt coupling of ACI-02 with morpholine] (900 mg, 2.28 mmol) in DCM (1 mL) was dropwise added. The reaction was stirred for 30 min, then the ice-bath was removed and stirring was continued at room temperature for 1 h. The... Starting materials: COC(=O)c1ccc(CCn2ccc(OCc3ccccc3)cc2=O)s1, CO. The product is O=C(O)c1ccc(CCn2ccc(OCc3ccccc3)cc2=O)s1. RXN SMILES: [CH3:1][O:2][C:3](=[O:4])[c:5]1[s:6][c:7]([CH2:10][CH2:11][n:12]2[c:13](=[O:26])[cH:14][c:15]([O:18][CH2:19][c:20]3[cH:21][cH:22][cH:23][cH:24][cH:25]3)[cH:16][cH:17]2)[cH:8][cH:9]1.[CH3:27][OH:28]>>[O:2]=[C:3]([OH:4])[c:5]1[s:6][c:7]([CH2:10][CH2:11][n:12]2[c:13](=[O:26])[cH:14][c:15]([O:18][CH2:19][c:20]3[cH:21][cH:22][cH:23][cH:24][cH:25]3)[cH:16][cH:17]2)[cH:8][cH:9]1. The reactants are CCN(CCN1CCC(Cc2nc3cccnc3n2Cc2cccs2)CC1)C(=O)[O-], CC(C)O, [K+], [OH-]. Product: NCCN1CCC(Cc2nc3cccnc3n2Cc2cccs2)CC1. Reaction SMILES: [CH2:1]([N:3]([C:2](=[O:4])[O-:5])[CH2:7][CH2:8][N:9]1[CH2:10][CH2:11][CH:12]([CH2:15][c:16]2[n:17][c:18]3[c:19]([n:20][cH:21][cH:22][cH:23]3)[n:24]2[CH2:25][c:26]2[s:27][cH:28][cH:29][cH:30]2)[CH2:13][CH2:14]1)[CH3:6].[CH3:33][CH:34]([OH:35])[CH3:36].[K+:32].[OH-:31]>>[NH2:3][CH2:7][CH2:8][N:9]1[CH2:10][CH2:11][CH:12]([CH2:15][c:16]2[n:17][c:18]3[c:19]([n:20][cH:21][cH:22][cH:23]3)[n:24]2[CH2:25][c:26]2[s:27][cH:28][cH:29][cH:30]2)[CH2:13][CH2:14]1. The reactants are CS(C)=O, CC#N, O=C(COc1ccc(Cl)cc1)N1Cc2ccc(C(=O)C(Cl)(Cl)Cl)n2Cc2ccccc21, NCc1cccnc1. Yields the product O=C(NCc1cccnc1)c1ccc2n1Cc1ccccc1N(C(=O)COc1ccc(Cl)cc1)C2. RXN SMILES: [CH3:40][S:41]([CH3:42])=[O:43].[CH3:44][C:45]#[N:46].[Cl:1][C:2]([C:3](=[O:4])[c:5]1[cH:6][cH:7][c:8]2[n:14]1[CH2:13][c:12]1[c:11]([cH:18][cH:17][cH:16][cH:15]1)[N:10]([C:19]([CH2:20][O:21][c:22]1[cH:23][cH:24][c:25]([Cl:28])[cH:26][cH:27]1)=[O:29])[CH2:9]2)([Cl:30])[Cl:31].[NH2:32][CH2:33][c:34]1[cH:35][n:36][cH:37][cH:38][cH:39]1>>[C:3](=[O:4])([c:5]1[cH:6][cH:7][c:8]2[n:14]1[CH2:13][c:12]1[c:11]([cH:18][cH:17][cH:16][cH:15]1)[N:10]([C:19]([CH2:20][O:21][c:22]1[cH:23][cH:24][c:25]([Cl:28])[cH:26][cH:27]1)=[O:29])[CH2:9]2)[NH:32][CH2:33][c:34]1[cH:35][n:36][cH:37][cH:38][cH:39]1.